The task is: describe an organic reaction: reactants, conditions, products, and yield. This data is from the Open Reaction Database (ORD), a public repository of structured organic reaction records. The reactants are CO, N#Cc1ccccc1OCC(O)CN, CCOC(=O)CC=O. The product is CCOC(=O)CC=NCC(O)COc1ccccc1C#N. As a reaction SMILES: [CH3:23][OH:24].[NH2:1][CH2:2][CH:3]([CH2:4][O:5][c:6]1[c:7]([C:8]#[N:9])[cH:10][cH:11][cH:12][cH:13]1)[OH:14].[O:15]=[CH:16][CH2:17][C:18](=[O:19])[O:20][CH2:21][CH3:22]>>[N:1]([CH2:2][CH:3]([CH2:4][O:5][c:6]1[c:7]([C:8]#[N:9])[cH:10][cH:11][cH:12][cH:13]1)[OH:14])=[CH:16][CH2:17][C:18](=[O:19])[O:20][CH2:21][CH3:22].